describe an organic reaction: reactants, conditions, products, and yield From a dataset of the Open Reaction Database (ORD), a public repository of structured organic reaction records. Starting materials: C([O-])([O-])=O.[K+].[K+] (potassium carbonate), ClCCCC(=O)NC1C2=C(SCC3=C1C=CC=C3)C=CC(=C2)C (11-(4-chlorobutyrylamino)-2-methyl-6,11-dihydrodibenzo[b,e]thiepin), FC1=CC=C(C=C1)N1CCNCC1 (1-(4-fluorophenyl)piperazine), [I-].[Na+] (sodium iodide). Run in CN(C=O)C (dimethylformamide). Run at temperature 100 celsius, time 1.5 hour. Product: FC1=CC=C(C=C1)N1CCN(CC1)CCCC(=O)NC1C2=C(SCC3=C1C=CC=C3)C=CC(=C2)C (11-[4-[4-(4-fluorophenyl)-1-piperazinyl]butyrylamino]-2-methyl-6,11-dihydrodibenzo[b,e]thiepin). Isolated yield 65.0%. RXN SMILES: Cl[CH2:2][CH2:3][CH2:4][C:5]([NH:7][CH:8]1[C:14]2[CH:15]=[CH:16][CH:17]=[CH:18][C:13]=2[CH2:12][S:11][C:10]2[CH:19]=[CH:20][C:21]([CH3:23])=[CH:22][C:9]1=2)=[O:6].[F:24][C:25]1[CH:30]=[CH:29][C:28]([N:31]2[CH2:36][CH2:35][NH:34][CH2:33][CH2:32]2)=[CH:27][CH:26]=1.[I-].[Na+].C(=O)([O-])[O-].[K+].[K+]>CN(C)C=O>[F:24][C:25]1[CH:26]=[CH:27][C:28]([N:31]2[CH2:36][CH2:35][N:34]([CH2:2][CH2:3][CH2:4][C:5]([NH:7][CH:8]3[C:14]4[CH:15]=[CH:16][CH:17]=[CH:18][C:13]=4[CH2:12][S:11][C:10]4[CH:19]=[CH:20][C:21]([CH3:23])=[CH:22][C:9]3=4)=[O:6])[CH2:33][CH2:32]2)=[CH:29][CH:30]=1 |f:2.3,4.5.6|. Procedure details: A mixture of 10 g of 11-(4-chlorobutyrylamino)-2-methyl-6,11-dihydrodibenzo[b,e]thiepin, 10 g of 1-(4-fluorophenyl)piperazine, 10 g of sodium iodide and 100 ml of dimethylformamide is stirred at 100° C. for 1.5 hours. After the reaction mixture is cooled to room temperature, 100 ml of 10% aqueous potassium carbonate solution is added and the solution is extracted with three 300-ml portions of chloroform. The combined extracts are treated in substantially the same manner as in Example 1(1) to giv... The reactants are OC1=C(C(=O)OC)C=C(C=C1[N+](=O)[O-])C (Methyl 2-hydroxy-5-methyl-3-nitrobenzoate), CNC (dimethylamine). Solvent: C(C)O (ethanol). Reaction conditions: temperature 100 celsius. The product is CN(C(C1=C(C(=CC(=C1)C)[N+](=O)[O-])O)=O)C (N,N-dimethyl-2-hydroxy-5-methyl-3-nitrobenzamide). As a reaction SMILES: [OH:1][C:2]1[C:11]([N+:12]([O-:14])=[O:13])=[CH:10][C:9]([CH3:15])=[CH:8][C:3]=1[C:4](OC)=[O:5].[CH3:16][NH:17][CH3:18]>C(O)C>[CH3:16][N:17]([CH3:18])[C:4](=[O:5])[C:3]1[CH:8]=[C:9]([CH3:15])[CH:10]=[C:11]([N+:12]([O-:14])=[O:13])[C:2]=1[OH:1]. Procedure details: Methyl 2-hydroxy-5-methyl-3-nitrobenzoate (5.0 g) was dissolved in a solution of dimethylamine in ethanol (33% w/v; 50 ml) and the solution was heated at 100° C. in a sealed pressure vessel for 20 hours. The solvent was removed in vacuo and the residue was triturated with hydrochloric acid (2 N; 50 ml), and washed with water. Recrystallisation from methanol gave N,N-dimethyl-2-hydroxy-5-methyl-3-nitrobenzamide (3.0 g), m.p. 160°-162° C. Reactants: c1ccc(COc2ccc(C3CC[NH2+]C3)c(OCc3ccccc3)c2)cc1, CCN(C(C)C)C(C)C, CC(C)COC(=O)Cl, O=C([O-])C(F)(F)F, C1CCOC1. Yields the product CC(C)COC(=O)N1CCC(c2ccc(OCc3ccccc3)cc2OCc2ccccc2)C1. As a reaction SMILES: [CH2:16]([c:17]1[cH:18][cH:19][cH:20][cH:21][cH:22]1)[O:23][c:24]1[c:25]([CH:38]2[CH2:39][NH2+:40][CH2:41][CH2:42]2)[cH:26][cH:27][c:28]([O:30][CH2:31][c:32]2[cH:33][cH:34][cH:35][cH:36][cH:37]2)[cH:29]1.[CH:48]([N:49]([CH2:50][CH3:51])[CH:52]([CH3:53])[CH3:54])([CH3:55])[CH3:56].[Cl:1][C:2](=[O:3])[O:4][CH2:5][CH:6]([CH3:7])[CH3:8].[F:9][C:10]([F:11])([F:12])[C:13]([O-:14])=[O:15].[O:43]1[CH2:44][CH2:45][CH2:46][CH2:47]1>>[C:2](=[O:3])([O:4][CH2:5][CH:6]([CH3:7])[CH3:8])[N:40]1[CH2:39][CH:38]([c:25]2[c:24]([O:23][CH2:16][c:17]3[cH:18][cH:19][cH:20][cH:21][cH:22]3)[cH:29][c:28]([O:30][CH2:31][c:32]3[cH:33][cH:34][cH:35][cH:36][cH:37]3)[cH:27][cH:26]2)[CH2:42][CH2:41]1. The reactants are COC1=CC=C(CN2N=C(C=3C2=NC=CC3OC3=NC=C(C=N3)[N+](=O)[O-])C)C=C1 (1-(4-methoxybenzyl)-3-methyl-4-(5-nitropyrimidin-2-yloxy)-1H-pyrazolo[3,4-b]pyridine), SnCl2 dihydrate, ( 363.0 ). The solvent is CCO (EtOH). Run at temperature 70 celsius. Product: COC1=CC=C(CN2N=C(C=3C2=NC=CC3OC3=NC=C(C=N3)N)C)C=C1 (2-(1-(4-methoxybenzyl)-3-methyl-1H-pyrazolo[3,4-b]pyridin-4-yloxy)pyrimidin-5-amine). As a reaction SMILES: [CH3:1][O:2][C:3]1[CH:29]=[CH:28][C:6]([CH2:7][N:8]2[C:12]3=[N:13][CH:14]=[CH:15][C:16]([O:17][C:18]4[N:23]=[CH:22][C:21]([N+:24]([O-])=O)=[CH:20][N:19]=4)=[C:11]3[C:10]([CH3:27])=[N:9]2)=[CH:5][CH:4]=1>CCO>[CH3:1][O:2][C:3]1[CH:4]=[CH:5][C:6]([CH2:7][N:8]2[C:12]3=[N:13][CH:14]=[CH:15][C:16]([O:17][C:18]4[N:19]=[CH:20][C:21]([NH2:24])=[CH:22][N:23]=4)=[C:11]3[C:10]([CH3:27])=[N:9]2)=[CH:28][CH:29]=1. Procedure: A 250 mL round-bottomed flask was charged with 1-(4-methoxybenzyl)-3-methyl-4-(5-nitropyrimidin-2-yloxy)-1H-pyrazolo[3,4-b]pyridine (0.420 g, 1.07 mmol), SnCl2 dihydrate (1.45 g, 6.42 mmol), and EtOH (100 mL). The reaction mixture was heated to 70° C. under nitrogen for 2 hours, then concentrated in vacuo. The residue was diluted with EtOAc, water, and brine. Aqueous saturated Na2CO3 was added until the pH was in the 9-10 range. The combined organic phases were dried (Na2SO4). The product was is... Reactants: C(C)OC(COC1=C(C=C(C(=C1)F)C)C(NCC1=C(C=C(C=C1)Br)F)=S)=O ([2-(4-bromo-2-fluoro-benzylthiocarbamoyl)-5-fluoro-4-methyl-phenoxy]-acetic acid ethyl ester), [OH-].[Na+] (NaOH). Solvent: C(C)O (ethanol). Yields the product BrC1=CC(=C(CNC(=S)C2=C(OCC(=O)O)C=C(C(=C2)C)F)C=C1)F ([2-(4-bromo-2-fluoro-benzylthiocarbamoyl)-5-fluoro-4-methyl-phenoxy]-acetic acid). Isolated yield 98.7%. RXN SMILES: C([O:3][C:4](=[O:27])[CH2:5][O:6][C:7]1[CH:12]=[C:11]([F:13])[C:10]([CH3:14])=[CH:9][C:8]=1[C:15](=[S:26])[NH:16][CH2:17][C:18]1[CH:23]=[CH:22][C:21]([Br:24])=[CH:20][C:19]=1[F:25])C.[OH-].[Na+]>C(O)C>[Br:24][C:21]1[CH:22]=[CH:23][C:18]([CH2:17][NH:16][C:15]([C:8]2[CH:9]=[C:10]([CH3:14])[C:11]([F:13])=[CH:12][C:7]=2[O:6][CH2:5][C:4]([OH:27])=[O:3])=[S:26])=[C:19]([F:25])[CH:20]=1 |f:1.2|. Procedure details: A stirring solution of [2-(4-bromo-2-fluoro-benzylthiocarbamoyl)-5-fluoro-4-methyl-phenoxy]-acetic acid ethyl ester (0.79 g, 1.53 mmol) in ethanol (7.6 mL, 0.2 M) and treated with aqueous NaOH (2 N, 7.4 mL, 9.15 mmol) in an analogous fashion to Example 45, Step 9 to provide [2-(4-bromo-2-fluoro-benzylthiocarbamoyl)-5-fluoro-4-methyl-phenoxy]-acetic acid (0.65 g, 98%) as a yellow solid: mp 162–164° C.; Rf 0.41 (20% methanol in methylene chloride); 1H NMR (DMSO-d6, 300 mHz) δ 10.64 (t, J=5.0 Hz, 1...